Dataset: the Open Reaction Database (ORD), a public repository of structured organic reaction records. Task: describe an organic reaction: reactants, conditions, products, and yield Starting materials: [BH4-], CCC1CCc2cc(OC)ccc2C1=O, CO, Cl, [Na+]. The product is CCC1=Cc2ccc(OC)cc2CC1. RXN SMILES: [BH4-:16].[CH2:1]([CH3:2])[CH:3]1[C:4](=[O:15])[c:5]2[cH:6][cH:7][c:8]([O:13][CH3:14])[cH:9][c:10]2[CH2:11][CH2:12]1.[CH3:19][OH:20].[ClH:18].[Na+:17]>>[CH2:1]([CH3:2])[C:3]1=[CH:4][c:5]2[cH:6][cH:7][c:8]([O:13][CH3:14])[cH:9][c:10]2[CH2:11][CH2:12]1. Reactants: CC(C)c1ccc2c(Nc3cc(C(=O)Nc4nnc(C(C)(C)C)s4)ccc3Sc3ccc(NC(=O)OCC(Cl)(Cl)Cl)cc3)ncnc2n1, Cl, [Na+], C1CCOC1, [OH-], O. Product: CC(C)c1ccc2c(Nc3cc(C(=O)Nc4nnc(C(C)(C)C)s4)ccc3Sc3ccc(N)cc3)ncnc2n1. Reaction SMILES: [Cl:1][C:2]([Cl:3])([Cl:4])[CH2:5][O:46][C:47]([NH:6][c:7]1[cH:8][cH:9][c:10]([S:13][c:14]2[c:15]([NH:32][c:33]3[c:34]4[c:35]([n:36][cH:37][n:38]3)[n:39][c:40]([CH:43]([CH3:44])[CH3:45])[cH:41][cH:42]4)[cH:16][c:17]([C:20]([NH:21][c:22]3[s:23][c:24]([C:27]([CH3:28])([CH3:29])[CH3:30])[n:25][n:26]3)=[O:31])[cH:18][cH:19]2)[cH:11][cH:12]1)=[O:48].[ClH:51].[Na+:50].[O:52]1[CH2:53][CH2:54][CH2:55][CH2:56]1.[OH-:49].[OH2:57]>>[NH2:6][c:7]1[cH:8][cH:9][c:10]([S:13][c:14]2[c:15]([NH:32][c:33]3[c:34]4[c:35]([n:36][cH:37][n:38]3)[n:39][c:40]([CH:43]([CH3:44])[CH3:45])[cH:41][cH:42]4)[cH:16][c:17]([C:20]([NH:21][c:22]3[s:23][c:24]([C:27]([CH3:28])([CH3:29])[CH3:30])[n:25][n:26]3)=[O:31])[cH:18][cH:19]2)[cH:11][cH:12]1. The reactants are C(C)(=O)NC=1C=C(C=CC1)O (3-acetamidophenol), C1(OCCO1)=O (ethylene carbonate). Product: C(C)(=O)NC=1C=C(OCCO)C=CC1 (2-(3-Acetamidophenoxy)-1-ethanol). Yield: 99.0%. As a reaction SMILES: [C:1]([NH:4][C:5]1[CH:6]=[C:7]([OH:11])[CH:8]=[CH:9][CH:10]=1)(=[O:3])[CH3:2].C1(=O)O[CH2:15][CH2:14][O:13]1>>[C:1]([NH:4][C:5]1[CH:6]=[C:7]([CH:8]=[CH:9][CH:10]=1)[O:11][CH2:15][CH2:14][OH:13])(=[O:3])[CH3:2]. Reported procedure: The title product was prepared according to the procedure described in Example 114, Step 1, starting from 3-acetamidophenol (2.10 g, 13.9 mmol) and ethylene carbonate (0.88 g, 10 mmol). The crude product was purified by column chromatography on silica using toluene/EtOAc/MeOH (49:49:2). Oil; yield 99%. MS m/z 195 (M)+. Reaction SMILES: Br[C:2]1[S:3][C:4]2[C:10]([C:11]3[CH:16]=[CH:15][C:14]([Cl:17])=[CH:13][CH:12]=3)=[C:9]([C@H:18]([O:24][C:25]([CH3:28])([CH3:27])[CH3:26])[C:19]([O:21][CH2:22][CH3:23])=[O:20])[C:8]([CH3:29])=[CH:7][C:5]=2[N:6]=1.[Br:30][C:31]1[N:32]=[C:33]([Sn](CCCC)(CCCC)CCCC)[S:34][CH:35]=1>C1C=CC([P]([Pd]([P](C2C=CC=CC=2)(C2C=CC=CC=2)C2C=CC=CC=2)([P](C2C=CC=CC=2)(C2C=CC=CC=2)C2C=CC=CC=2)[P](C2C=CC=CC=2)(C2C=CC=CC=2)C2C=CC=CC=2)(C2C=CC=CC=2)C2C=CC=CC=2)=CC=1.[Cu]I.O1CCOCC1>[Br:30][C:31]1[N:32]=[C:33]([C:2]2[S:3][C:4]3[C:10]([C:11]4[CH:16]=[CH:15][C:14]([Cl:17])=[CH:13][CH:12]=4)=[C:9]([C@H:18]([O:24][C:25]([CH3:26])([CH3:27])[CH3:28])[C:19]([O:21][CH2:22][CH3:23])=[O:20])[C:8]([CH3:29])=[CH:7][C:5]=3[N:6]=2)[S:34][CH:35]=1 |^1:52,54,73,92|. Yields the product BrC=1N=C(SC1)C=1SC2=C(N1)C=C(C(=C2C2=CC=C(C=C2)Cl)[C@@H](C(=O)OCC)OC(C)(C)C)C ((S)-ethyl 2-(2-(4-bromothiazol-2-yl)-7-(4-chlorophenyl)-5-methylbenzo[d]thiazol-6-yl)-2-tert-butoxyacetate). Solvent: O1CCOCC1 (dioxane). Procedure: In a 5 mL microwave reaction tube, (S)-ethyl 2-(2-bromo-7-(4-chlorophenyl)-5-methylbenzo[d]thiazol-6-yl)-2-tert-butoxyacetate (240 mg, 0.5 mmol), 4-bromo-2-(tributylstannyl)thiazole (0.25 mL, 1.5 eq.), Pd(PPh3)4 (84 mg, 15%) and CuI (14 mg, 15%) were charged, then 4 mL dioxane was added. The reaction mixture was purged N2, then heated to 100° C. for 3 hour. LC-MS of reaction crude showed desired product mass. The reaction crude was partitioned using ethyl acetate and brine. The organic layer was... Reaction conditions: temperature 100 celsius. Reactants: BrC=1SC2=C(N1)C=C(C(=C2C2=CC=C(C=C2)Cl)[C@@H](C(=O)OCC)OC(C)(C)C)C ((S)-ethyl 2-(2-bromo-7-(4-chlorophenyl)-5-methylbenzo[d]thiazol-6-yl)-2-tert-butoxyacetate), BrC=1N=C(SC1)[Sn](CCCC)(CCCC)CCCC (4-bromo-2-(tributylstannyl)thiazole). The reagents and catalysts are C=1C=CC(=CC1)[P](C=2C=CC=CC2)(C=3C=CC=CC3)[Pd]([P](C=4C=CC=CC4)(C=5C=CC=CC5)C=6C=CC=CC6)([P](C=7C=CC=CC7)(C=8C=CC=CC8)C=9C=CC=CC9)[P](C=1C=CC=CC1)(C=1C=CC=CC1)C=1C=CC=CC1 (Pd(PPh3)4), [Cu]I (CuI). Reactants: [N+](=O)([O-])C=1C=C(CCl)C=CC1 (3-nitrobenzyl chloride), [H-].[Na+] (sodium hydride), paraffin, C1CCC2=NC3=C(NC(C21)=O)C=CC=C3 (2,3,9,10a-tetrahydrobenzo[b]cyclopenta[e][1,4]diazepin-10(1H)-one). The solvent is CN(C)C=O (DMF), [Cl-].[NH4+] (ammonium chloride). Reaction conditions: time 20 minute. Yields the product [N+](=O)([O-])C=1C=C(CN2C3=C(N=C4C(C2=O)CCC4)C=CC=C3)C=CC1 (9-(3-Nitrobenzyl)-2,3,9,10a-tetrahydrobenzo[b]cyclopenta[e][1,4]diazepin-10(1H)-one). Yield: 71.7%. RXN SMILES: [CH2:1]1[CH:10]2[C:4](=[N:5][C:6]3[CH:15]=[CH:14][CH:13]=[CH:12][C:7]=3[NH:8][C:9]2=[O:11])[CH2:3][CH2:2]1.[H-].[Na+].[N+:18]([C:21]1[CH:22]=[C:23]([CH:26]=[CH:27][CH:28]=1)[CH2:24]Cl)([O-:20])=[O:19]>CN(C=O)C.[Cl-].[NH4+]>[N+:18]([C:21]1[CH:22]=[C:23]([CH:26]=[CH:27][CH:28]=1)[CH2:24][N:8]1[C:9](=[O:11])[CH:10]2[CH2:1][CH2:2][CH2:3][C:4]2=[N:5][C:6]2[CH:15]=[CH:14][CH:13]=[CH:12][C:7]1=2)([O-:20])=[O:19] |f:1.2,5.6|. Procedure: A solution of 2,3,9,10a-tetrahydrobenzo[b]cyclopenta[e][1,4]diazepin-10(1H)-one (4.00 g, 20 mmol) in DMF (40 mL) was cooled to 0° C. and sodium hydride (a 60% dispersion in liquid paraffin, 0.80 g, 20 mmol) was added. This mixture was stirred at the same temperature for 20 minutes. To the resulting solution was added 3-nitrobenzyl chloride (3.77 g, 22 mmol) and the mixture was stirred at room temperature for 20 minutes. This reaction mixture was poured in saturated aqueous ammonium chloride solu...